From a dataset of the Open Reaction Database (ORD), a public repository of structured organic reaction records. describe an organic reaction: reactants, conditions, products, and yield Reactants: FC(C=1C=C(C=C(C1)C(F)(F)F)[C@@H](C)O[C@@H]1[C@H]([C@@H](CC1)N(C)CC(=O)OC(C)(C)C)C1=CC=C(C=C1)F)(F)F (1-(S)-(1-(R)-(3,5-Bis(trifluoromethyl)phenyl)ethoxy)-2-(S)-(4-fluorophenyl)-3-(R)-(N-(t-butoxycarbonylmethyl)-N-methylamino)cyclopentane), C(=O)(C(F)(F)F)O (TFA). Reagents/catalysts: C1(=CC=CC=C1)OC (anisole). Yields the product FC(C=1C=C(C=C(C1)C(F)(F)F)[C@@H](C)O[C@@H]1[C@H]([C@@H](CC1)N(C)CC(=O)O)C1=CC=C(C=C1)F)(F)F (1-(S)-(1-(R)-(3,5-Bis(trifluoromethyl)phenyl)ethoxy)-2-(S)-(4-fluorophenyl)-3-(R)-(N-(carboxymethyl)-N-methylamino)cyclopentane). RXN SMILES: [F:1][C:2]([F:39])([F:38])[C:3]1[CH:4]=[C:5]([C@H:13]([O:15][C@H:16]2[CH2:20][CH2:19][C@@H:18]([N:21]([CH2:23][C:24]([O:26]C(C)(C)C)=[O:25])[CH3:22])[C@@H:17]2[C:31]2[CH:36]=[CH:35][C:34]([F:37])=[CH:33][CH:32]=2)[CH3:14])[CH:6]=[C:7]([C:9]([F:12])([F:11])[F:10])[CH:8]=1.C(O)(C(F)(F)F)=O>C1(OC)C=CC=CC=1>[F:39][C:2]([F:1])([F:38])[C:3]1[CH:4]=[C:5]([C@H:13]([O:15][C@H:16]2[CH2:20][CH2:19][C@@H:18]([N:21]([CH2:23][C:24]([OH:26])=[O:25])[CH3:22])[C@@H:17]2[C:31]2[CH:32]=[CH:33][C:34]([F:37])=[CH:35][CH:36]=2)[CH3:14])[CH:6]=[C:7]([C:9]([F:12])([F:11])[F:10])[CH:8]=1. Procedure details: To 280 mg of t-butyl ester from Step A was added 2 drops of anisole and 4 mL of TFA. After 75 min the volatiles were removed in vacuo followed by evaporation of two portions of methylene chloride. The residue was used directly in the Step C. Reactants: CCOC(=O)C1=C(c2ccccc2)c2ccc(OC)cc2C1Br, C1CCOC1, NC1CCCCC1. The product is CCOC(=O)C1=C(c2ccccc2)c2ccc(OC)cc2C1NC1CCCCC1. As a reaction SMILES: [CH2:1]([CH3:2])[O:3][C:4](=[O:5])[C:6]1=[C:14]([c:15]2[cH:16][cH:17][cH:18][cH:19][cH:20]2)[c:13]2[c:8]([cH:9][c:10]([O:21][CH3:22])[cH:11][cH:12]2)[CH:7]1[Br:23].[CH2:31]1[O:32][CH2:33][CH2:34][CH2:35]1.[NH2:24][CH:25]1[CH2:26][CH2:27][CH2:28][CH2:29][CH2:30]1>>[CH2:1]([CH3:2])[O:3][C:4](=[O:5])[C:6]1=[C:14]([c:15]2[cH:16][cH:17][cH:18][cH:19][cH:20]2)[c:13]2[c:8]([cH:9][c:10]([O:21][CH3:22])[cH:11][cH:12]2)[CH:7]1[NH:24][CH:25]1[CH2:26][CH2:27][CH2:28][CH2:29][CH2:30]1. Starting materials: C(C)OC(=O)C=1C=NC2=C(C=CC=C2C1NC1CCCC1)OC (4-cyclopentylamino-8-methoxy-quinoline-3-carboxylic acid ethyl ester), N(=C=O)C1=CC=C(C=C1)C (1-isocyanato-4-methyl-benzene). Product: C1(CCCC1)N1C(N(C(C=2C=NC=3C(=CC=CC3C21)OC)=O)C2=CC=C(C=C2)C)=O (1-Cyclopentyl-7-methoxy-3-p-tolyl-1H-pyrimido[5,4-c]quinoline-2,4-dione). The yield is 64.8%. As a reaction SMILES: C([O:3][C:4]([C:6]1[CH:7]=[N:8][C:9]2[C:14]([C:15]=1[NH:16][CH:17]1[CH2:21][CH2:20][CH2:19][CH2:18]1)=[CH:13][CH:12]=[CH:11][C:10]=2[O:22][CH3:23])=O)C.[N:24]([C:27]1[CH:32]=[CH:31][C:30]([CH3:33])=[CH:29][CH:28]=1)=[C:25]=[O:26]>>[CH:17]1([N:16]2[C:15]3[C:14]4[CH:13]=[CH:12][CH:11]=[C:10]([O:22][CH3:23])[C:9]=4[N:8]=[CH:7][C:6]=3[C:4](=[O:3])[N:24]([C:27]3[CH:32]=[CH:31][C:30]([CH3:33])=[CH:29][CH:28]=3)[C:25]2=[O:26])[CH2:18][CH2:19][CH2:20][CH2:21]1. Reported procedure: 1-Cyclopentyl-7-methoxy-3-p-tolyl-1H-pyrimido[5,4-c]quinoline-2,4-dione (26 mg) was prepared from 4-cyclopentylamino-8-methoxy-quinoline-3-carboxylic acid ethyl ester (0.1 mmol) and 1-isocyanato-4-methyl-benzene (0.5 mmol) following general procedure C. LCMS: m/z 402 [M+1]+. 1H NMR (400 MHz, CDCl3): δ 9.49 (s, 1H), 7.84 (d, 1H), 7.61 (t, 1H), 7.38 (m, 1H), 7.34 (m, 1H), 7.32 (m, 1H), 7.24 (d, 1H), 7.08 (d, 1H), 5.03 (p, 1H), 4.16 (s, 3H), 2.43 (m, 2H), 2.29 (s, 3H), 2.08 (m, 4H), and 1.24 (m, 2H... Reactants: CNC(C)C (methylisopropylamine), O1C(COC2=C(C=CC=C2)C2=CC=CC=C2)C1 (2,3-epoxy-1-(2-phenylphenoxy)-propane), amine. Run in CO (methanol). Product: C(C)(C)N(C)CC(COC1=C(C=CC=C1)C1=CC=CC=C1)O (1-(N-isopropyl-N-methylamino)-3-(2-phenylphenoxy)-propan-2-ol). Reaction SMILES: [O:1]1[CH2:17][CH:2]1[CH2:3][O:4][C:5]1[CH:10]=[CH:9][CH:8]=[CH:7][C:6]=1[C:11]1[CH:16]=[CH:15][CH:14]=[CH:13][CH:12]=1.[CH3:18][NH:19][CH:20]([CH3:22])[CH3:21]>CO>[CH:20]([N:19]([CH2:17][CH:2]([OH:1])[CH2:3][O:4][C:5]1[CH:10]=[CH:9][CH:8]=[CH:7][C:6]=1[C:11]1[CH:16]=[CH:15][CH:14]=[CH:13][CH:12]=1)[CH3:18])([CH3:22])[CH3:21]. Procedure details: 22.7 g (0.1 mole) of 2,3-epoxy-1-(2-phenylphenoxy)-propane is dissolved in 30 ml of methanol. Then 15 ml (0.2 moles) of methylisopropylamine is added to the reaction mixture slowly while stirring. The mixture is refluxed over a steam bath for 48 hr after which time the solvent and excess amine are evaporated under reduced pressure. The residue remaining is dissolved in 200 ml of ether and the solution washed with water. The ether phase is extracted with 5% aqueous hydrochloric acid and the aqueo... The reactants are C(C)(C)(C)C1=CC(=C(C=C1)S(=O)(=O)NC1=C(SC=C1)C(=O)OC)C=CC1=CC=CC=C1 (Methyl 3-(4-tert-butyl-2-styrylphenylsulfonamido)thiophene-2-carboxylate), [OH-].[Na+] (sodium hydroxide). The solvent is O1CCCC1 (tetrahydrofuran), CO (methanol). Conditions: temperature 77.5 celsius. Product: C(C)(C)(C)C1=CC(=C(C=C1)S(=O)(=O)NC1=C(SC=C1)C(=O)O)C=CC1=CC=CC=C1 (3-(4-tert-Butyl-2-styrylphenylsulfonamido)thiophene-2-carboxylic acid). The yield is 103.1%. As a reaction SMILES: [C:1]([C:5]1[CH:10]=[CH:9][C:8]([S:11]([NH:14][C:15]2[CH:19]=[CH:18][S:17][C:16]=2[C:20]([O:22]C)=[O:21])(=[O:13])=[O:12])=[C:7]([CH:24]=[CH:25][C:26]2[CH:31]=[CH:30][CH:29]=[CH:28][CH:27]=2)[CH:6]=1)([CH3:4])([CH3:3])[CH3:2].[OH-].[Na+]>O1CCCC1.CO>[C:1]([C:5]1[CH:10]=[CH:9][C:8]([S:11]([NH:14][C:15]2[CH:19]=[CH:18][S:17][C:16]=2[C:20]([OH:22])=[O:21])(=[O:13])=[O:12])=[C:7]([CH:24]=[CH:25][C:26]2[CH:27]=[CH:28][CH:29]=[CH:30][CH:31]=2)[CH:6]=1)([CH3:4])([CH3:2])[CH3:3] |f:1.2|. Procedure: To a solution of 26 (60.0 mg; 0.13 mmol) in tetrahydrofuran (1 mL) and methanol (1 mL) was added aqueous sodium hydroxide (2 mL; 2M). The reaction mixture was heated at 75-80° C. for 6 hours, allowed to cool to room temperature and then concentrated under reduced pressure. The resulting residue was dissolved in chloroform (15 mL) and washed with aqueous hydrochloric acid (2×10 mL; 2N). The organic phase was dried over magnesium sulfate, filtered, and concentrated under reduced pressure to yield ... Starting materials: C(C=C)(=O)OCCCC (butyl acrylate), Br (hydrobromic acid), NC1=CC=C(OCC(=O)OC)C=C1 (methyl 4-aminophenoxyacetate), aqueous solution, N(=O)[O-].[Na+] (sodium nitrite). The reagents and catalysts are [Cu]Br (copper(I) bromide). Product: BrC(C=C1CC=C(OCC(=O)OC)C=C1)C(=O)OCCCC (Methyl 4-(2-bromo-2-butoxycarbonylethyl-1-yl)-phenoxyacetate). RXN SMILES: [BrH:1].N([O-])=O.[Na+].N[C:7]1[CH:18]=[CH:17][C:10]([O:11][CH2:12][C:13]([O:15][CH3:16])=[O:14])=[CH:9][CH:8]=1.[C:19]([O:23][CH2:24][CH2:25][CH2:26][CH3:27])(=[O:22])[CH:20]=[CH2:21]>[Cu]Br.CC(C)=O.CO>[Br:1][CH:20]([C:19]([O:23][CH2:24][CH2:25][CH2:26][CH3:27])=[O:22])[CH:21]=[C:7]1[CH:18]=[CH:17][C:10]([O:11][CH2:12][C:13]([O:15][CH3:16])=[O:14])=[CH:9][CH2:8]1 |f:1.2|. Procedure: 98 g of 47% w/W aqueous hydrobromic acid, followed by 33 ml of an aqueous solution containing 12.8 g of sodium nitrite, were added to a solution of 25.8 g of methyl 4-aminophenoxyacetate (prepared as described in step (b) above] in 263 ml of a 2:5 by volume mixture of methanol and acetone, whilst ice-cooling, and the resulting mixture was stirred, whilst ice-cooling, for 30 minutes. 18.2 g of butyl acrylate were then added, and the reaction mixture was stirred for a further 30 minutes, whilst ic... Solvent: CC(=O)C (acetone), CO (methanol).